This data is from the Open Reaction Database (ORD), a public repository of structured organic reaction records. The task is: describe an organic reaction: reactants, conditions, products, and yield The reactants are BrCCO[Si](C)(C)C ((2-bromoethoxy)(trimethyl)silane), N1C(=NC2=C1C=CC=C2)N(C2CCC(CC2)C(C)(C)C)CC2=CC=C(C(=O)OC)C=C2 (Methyl 4-{[1H-benzimidazol-2-yl(4-tert-butylcyclohexyl)amino]methyl}-benzoate), [H-].[Na+] (NaH). The solvent is C1CCOC1 (THF), CN(C)C=O (DMF). Reaction conditions: temperature 40 celsius. Product: C(C)(C)(C)C1CCC(CC1)N(C1=NC2=C(N1CCO[Si](C)(C)C)C=CC=C2)CC2=CC=C(C(=O)OC)C=C2 (Methyl 4-{[(4-tert-butylcyclohexyl)(1-{2-[(trimethylsilyl)oxy]ethyl}-1H-benz-imidazol-2-yl)amino]methyl}benzoate). As a reaction SMILES: [NH:1]1[C:5]2[CH:6]=[CH:7][CH:8]=[CH:9][C:4]=2[N:3]=[C:2]1[N:10]([CH2:21][C:22]1[CH:31]=[CH:30][C:25]([C:26]([O:28][CH3:29])=[O:27])=[CH:24][CH:23]=1)[CH:11]1[CH2:16][CH2:15][CH:14]([C:17]([CH3:20])([CH3:19])[CH3:18])[CH2:13][CH2:12]1.[H-].[Na+].Br[CH2:35][CH2:36][O:37][Si:38]([CH3:41])([CH3:40])[CH3:39]>C1COCC1.CN(C=O)C>[C:17]([CH:14]1[CH2:15][CH2:16][CH:11]([N:10]([CH2:21][C:22]2[CH:31]=[CH:30][C:25]([C:26]([O:28][CH3:29])=[O:27])=[CH:24][CH:23]=2)[C:2]2[N:3]([CH2:35][CH2:36][O:37][Si:38]([CH3:41])([CH3:40])[CH3:39])[C:4]3[CH:9]=[CH:8][CH:7]=[CH:6][C:5]=3[N:1]=2)[CH2:12][CH2:13]1)([CH3:18])([CH3:19])[CH3:20] |f:1.2|. Reported procedure: To the title compound from Example 1 Step C (0.5 mmol, 210 mg) in 1 mL of THF was added a solution of NaH (1 mmol, 40 mg of 60% slurry in mineral oil) in 1 mL of DMF (exothermic, H2 evolution). After gas evolution ceased for several minutes, (2-bromoethoxy)(trimethyl)silane was added to the solution via syringe. The reaction mixture was heated to 40° C. After 2.5 h the reaction was quenched by addition of saturated ammonium chloride. The product was extracted 3× with EtOAc and the organic phase ... Starting materials: N (ammonia), N1=CC(=CC=C1)C1=NNC(C2=CC=CC=C12)=O (4-(3-pyridyl)phthalazin-1(2H)-one), C([O-])([O-])=O.[K+].[K+] (potassium carbonate), BrC1=NC=CC(=C1)C1=NN(C(C2=CC(=C(C=C12)OC)OC)=O)CC1=CC=NC=C1 (2-bromo-4-[6,7-dimethoxy-2-(4-pyridyl)methyl-phthalazin-1(2H)-on-4-yl]pyridine). Yields the product COC=1C=C2C(=NN(C(C2=CC1OC)=O)CC1=CC=NC=C1)C1=CC(=NC=C1)N1C(C2=CC=CC=C2C(=N1)C=1C=NC=CC1)=O (4-[6,7-dimethoxy-2-(4-pyridyl)methylphthalazin-1(2H)-on-4-yl]-2-[4-(3-pyridyl)-phthalazin-1(2H)-on-2-yl]pyridine). Reagents/catalysts: [Cu](I)I (copper iodide). The yield is 49.1%. Solvent: CN(C=O)C (dimethylformamide). Reaction SMILES: [N:1]1[CH:6]=[CH:5][CH:4]=[C:3]([C:7]2[C:16]3[C:11](=[CH:12][CH:13]=[CH:14][CH:15]=3)[C:10](=[O:17])[NH:9][N:8]=2)[CH:2]=1.C(=O)([O-])[O-].[K+].[K+].Br[C:25]1[CH:30]=[C:29]([C:31]2[C:40]3[C:35](=[CH:36][C:37]([O:43][CH3:44])=[C:38]([O:41][CH3:42])[CH:39]=3)[C:34](=[O:45])[N:33]([CH2:46][C:47]3[CH:52]=[CH:51][N:50]=[CH:49][CH:48]=3)[N:32]=2)[CH:28]=[CH:27][N:26]=1.N>CN(C)C=O.[Cu](I)I>[CH3:42][O:41][C:38]1[CH:39]=[C:40]2[C:35](=[CH:36][C:37]=1[O:43][CH3:44])[C:34](=[O:45])[N:33]([CH2:46][C:47]1[CH:48]=[CH:49][N:50]=[CH:51][CH:52]=1)[N:32]=[C:31]2[C:29]1[CH:30]=[CH:25][N:26]=[C:27]([N:9]2[N:8]=[C:7]([C:3]3[CH:2]=[N:1][CH:6]=[CH:5][CH:4]=3)[C:16]3[C:11](=[CH:12][CH:13]=[CH:14][CH:15]=3)[C:10]2=[O:17])[CH:28]=1 |f:1.2.3|. Procedure: To a solution of 4-(3-pyridyl)phthalazin-1(2H)-one (167 mg) in dimethylformamide (5 ml) are added successively potassium carbonate (103 mg), copper iodide (70 mg) and 2-bromo-4-[6,7-dimethoxy-2-(4-pyridyl)methyl-phthalazin-1(2H)-on-4-yl]pyridine (335 mg) under nitrogen atmosphere, and the mixture is refluxed for two hours. The reaction mixture is cooled, and thereto is added aqueous ammonia. The mixture is extracted with chloroform, and the extract is washed, dried, concentrated, and purified by... Starting materials: COCCN (methoxyethylamine), COC=1C=2C(N=CN1)=NO[N+]2[O-] (7-methoxy[1,2,5]oxadiazolo[3,4-d]pyrimidine-1-oxide). Run in CO (methanol), CO (methanol). Run at time 30 minute. Yields the product COCCNC=1C=2C(N=CN1)=NO[N+]2[O-] (7-(2-methoxyethylamino)-[1,2,5]oxadiazolo[3,4-d]pyrimidine-1-oxide). Isolated yield 67.1%. Reaction SMILES: [CH3:1][O:2][CH2:3][CH2:4][NH2:5].CO[C:8]1[C:9]2[C:10](=[N:14][O:15][N+:16]=2[O-:17])[N:11]=[CH:12][N:13]=1>CO>[CH3:1][O:2][CH2:3][CH2:4][NH:5][C:8]1[C:9]2[C:10](=[N:14][O:15][N+:16]=2[O-:17])[N:11]=[CH:12][N:13]=1. Procedure: A solution of 1.8 g (24 mmol) of methoxyethylamine in 5 ml of methanol is added dropwise to a suspension of 4.0 g (24 mmol) of 7-methoxy[1,2,5]oxadiazolo[3,4-d]pyrimidine-1-oxide in 120 ml of methanol. The starting material goes into solution and immediately thereafter the product precipitates from the reaction mixture. After 30 minutes, the precipitate is filtered off with suction and washed with methanol. 3.4 g (68%) of 7-(2-methoxyethylamino)-[1,2,5]oxadiazolo[3,4-d]pyrimidine-1-oxide are obt...